From a dataset of the Open Reaction Database (ORD), a public repository of structured organic reaction records. describe an organic reaction: reactants, conditions, products, and yield The reactants are CC(=O)CCC(=O)O, Cc1ccccc1, NCCc1cccn1-c1ccccc1. Yields the product CC12CCC(=O)N1CCc1c2ccn1-c1ccccc1. As a reaction SMILES: [C:1]([CH2:2][CH2:3][C:4]([CH3:6])=[O:8])([OH:5])=[O:7].[CH3:23][c:24]1[cH:25][cH:26][cH:27][cH:28][cH:29]1.[c:9]1(-[n:15]2[c:16]([CH2:20][CH2:21][NH2:22])[cH:17][cH:18][cH:19]2)[cH:10][cH:11][cH:12][cH:13][cH:14]1>>[C:1]1(=[O:7])[CH2:2][CH2:3][C:4]2([CH3:6])[c:17]3[c:16]([n:15](-[c:9]4[cH:10][cH:11][cH:12][cH:13][cH:14]4)[cH:19][cH:18]3)[CH2:20][CH2:21][N:22]12. The reactants are C1CCOC1, CNC, CO, Cc1cc(Nc2ncnc3ccc(C#CCNC(=O)CCl)cc23)ccc1Oc1cccnc1. Product: Cc1cc(Nc2ncnc3ccc(C#CCNC(=O)CN(C)C)cc23)ccc1Oc1cccnc1. As a reaction SMILES: [CH2:37]1[O:38][CH2:39][CH2:40][CH2:41]1.[CH3:34][NH:35][CH3:36].[CH3:42][OH:43].[Cl:1][CH2:2][C:3](=[O:4])[NH:5][CH2:6][C:7]#[C:8][c:9]1[cH:10][c:11]2[c:12]([NH:19][c:20]3[cH:21][c:22]([CH3:33])[c:23]([O:26][c:27]4[cH:28][n:29][cH:30][cH:31][cH:32]4)[cH:24][cH:25]3)[n:13][cH:14][n:15][c:16]2[cH:17][cH:18]1>>[CH2:2]([C:3](=[O:4])[NH:5][CH2:6][C:7]#[C:8][c:9]1[cH:10][c:11]2[c:12]([NH:19][c:20]3[cH:21][c:22]([CH3:33])[c:23]([O:26][c:27]4[cH:28][n:29][cH:30][cH:31][cH:32]4)[cH:24][cH:25]3)[n:13][cH:14][n:15][c:16]2[cH:17][cH:18]1)[N:35]([CH3:34])[CH3:36]. Reactants: C(C)(=O)OCC.CCCCCC (ethyl acetate hexane), C(C)(C)OC=1C=C(C#N)C=C(C1)C(F)(F)F (3-Isopropoxy-5-(trifluoromethyl)benzonitrile), O.O.O.O.O.O.[Cl-].[Mg+2].[Cl-] (magnesium chloride hexahydrate), O.S.[Na] (sodium hydrogensulfide hydrate). Run in CN(C)C=O (DMF). Reaction conditions: temperature 27.5 celsius, time 1 hour. The product is C(C)(C)OC=1C=C(C(N)=S)C=C(C1)C(F)(F)F (3-isopropoxy-5-(trifluoromethyl)benzothioamide). RXN SMILES: [CH:1]([O:4][C:5]1[CH:6]=[C:7]([CH:10]=[C:11]([C:13]([F:16])([F:15])[F:14])[CH:12]=1)[C:8]#[N:9])([CH3:3])[CH3:2].O.[SH2:18].[Na].O.O.O.O.O.O.[Cl-].[Mg+2].[Cl-].C(OCC)(=O)C.CCCCCC>CN(C=O)C>[CH:1]([O:4][C:5]1[CH:6]=[C:7]([CH:10]=[C:11]([C:13]([F:14])([F:15])[F:16])[CH:12]=1)[C:8](=[S:18])[NH2:9])([CH3:3])[CH3:2] |f:1.2.3,4.5.6.7.8.9.10.11.12,13.14,^1:18|. Reported procedure: 3-Isopropoxy-5-(trifluoromethyl)benzonitrile (1000 g, 4.3 moles) was dissolved in DMF (4000 mL) and sodium hydrogensulfide hydrate (636 g; 8.6 moles) was added followed by magnesium chloride hexahydrate (960.2 g, 4.7 moles). The reaction mixture was stirred for 1 hr at 25 to 30° C. Reaction completion was monitored by TLC using ethyl acetate:hexane (2:8) as the mobile phase. The reaction mixture was quenched in an ice-water slurry (250 mL) and the pH was adjusted to 5 by addition of 10% aqueous ... The reactants are 20.2, C(C)(=O)NC=1C(=C(C(=O)O)C=CC1)[N+](=O)[O-] (3-acetylamino-2-nitrobenzoic acid), S(O)(O)(=O)=O (sulfuric acid), C(C)O (ethanol). Run at time 23 hour. The product is NC=1C(=C(C(=O)OCC)C=CC1)[N+](=O)[O-] (ethyl 3-amino-2-nitrobenzoate). As a reaction SMILES: C([NH:4][C:5]1[C:6]([N+:14]([O-:16])=[O:15])=[C:7]([CH:11]=[CH:12][CH:13]=1)[C:8]([OH:10])=[O:9])(=O)C.S(=O)(=O)(O)O.[CH2:22](O)[CH3:23]>>[NH2:4][C:5]1[C:6]([N+:14]([O-:16])=[O:15])=[C:7]([CH:11]=[CH:12][CH:13]=1)[C:8]([O:10][CH2:22][CH3:23])=[O:9]. Procedure details: A mixture of 20.2 of 3-acetylamino-2-nitrobenzoic acid, 11.4 g of 97% sulfuric acid and 300 ml of ethanol was stirred for 23 hours while being heat-refluxed. One-hundred milliliters of ethanol were distilled off under reduced pressure, and the residue was cooled to room temperature. Subsequently, the reaction solution was poured into 200 ml of ice water containing 19.5 g of sodium hydrogencarbonate. The crystals precipitated were separated through filtration, and were washed with water. Further,... Reactants: ClC=1C(=NN(C1C)C1=C(C(=O)O)C=C(C=C1)C(NS(=O)(=O)C1=CC2=C(C=CC=C2C=C1)OCCN1CCOCC1)=O)C(N(CCCC)CCCC)=O (2-(4-chloro-3-(dibutylcarbamoyl)-5-methyl-1H-pyrazol-1-yl)-5-(8-(2-morpholinoethoxy) naphthalen-2-ylsulfonylcarbamoyl)benzoic acid), ClC=1C(=NN(C1C)C1=C(C(=O)O)C=C(C=C1)C(NS(=O)(=O)C1=CC2=C(C=CC=C2C=C1)OCCN1CCOCC1)=O)C(N(CCCC)CCCC)=O (2-(4-chloro-3-(dibutylcarbamoyl)-5-methyl-1H-pyrazol-1-yl)-5-(8-(2-morpholinoethoxy) naphthalen-2-ylsulfonylcarbamoyl)benzoic acid), N(=[N+]=[N-])C[C@H]1NCC2=CC=CC=C2C1 ((S)-3-(azidomethyl)-1,2,3,4-tetrahydroisoquinoline), N(=[N+]=[N-])C[C@H]1NCC2=CC=CC=C2C1 ((S)-3-(azidomethyl)-1,2,3,4-tetrahydroisoquinoline). The product is N(=[N+]=[N-])C[C@H]1N(CC2=CC=CC=C2C1)C(=O)C1=C(C=CC(=C1)C(NS(=O)(=O)C1=CC2=C(C=CC=C2C=C1)OCCN1CCOCC1)=O)N1N=C(C(=C1C)Cl)C(=O)N(CCCC)CCCC (1-(2-((S)-3-(Azidomethyl)-1,2,3,4-tetrahydroisoquinoline-2-carbonyl)-4-(8-(2-morpholinoethoxy)naphthalen-2-ylsulfonylcarbamoyl)phenyl)-N,N-dibutyl-4-chloro-5-methyl-1H-pyrazole-3-carboxamide). Yield: 73.7%. As a reaction SMILES: [Cl:1][C:2]1[C:3]([C:42](=[O:52])[N:43]([CH2:48][CH2:49][CH2:50][CH3:51])[CH2:44][CH2:45][CH2:46][CH3:47])=[N:4][N:5]([C:8]2[CH:16]=[CH:15][C:14]([C:17](=[O:41])[NH:18][S:19]([C:22]3[CH:31]=[CH:30][C:29]4[C:24](=[C:25]([O:32][CH2:33][CH2:34][N:35]5[CH2:40][CH2:39][O:38][CH2:37][CH2:36]5)[CH:26]=[CH:27][CH:28]=4)[CH:23]=3)(=[O:21])=[O:20])=[CH:13][C:9]=2[C:10](O)=[O:11])[C:6]=1[CH3:7].[N:53]([CH2:56][C@@H:57]1[CH2:66][C:65]2[C:60](=[CH:61][CH:62]=[CH:63][CH:64]=2)[CH2:59][NH:58]1)=[N+:54]=[N-:55]>>[N:53]([CH2:56][C@@H:57]1[CH2:66][C:65]2[C:60](=[CH:61][CH:62]=[CH:63][CH:64]=2)[CH2:59][N:58]1[C:10]([C:9]1[CH:13]=[C:14]([C:17](=[O:41])[NH:18][S:19]([C:22]2[CH:31]=[CH:30][C:29]3[C:24](=[C:25]([O:32][CH2:33][CH2:34][N:35]4[CH2:40][CH2:39][O:38][CH2:37][CH2:36]4)[CH:26]=[CH:27][CH:28]=3)[CH:23]=2)(=[O:21])=[O:20])[CH:15]=[CH:16][C:8]=1[N:5]1[C:6]([CH3:7])=[C:2]([Cl:1])[C:3]([C:42]([N:43]([CH2:44][CH2:45][CH2:46][CH3:47])[CH2:48][CH2:49][CH2:50][CH3:51])=[O:52])=[N:4]1)=[O:11])=[N+:54]=[N-:55]. Procedure details: Following a procedure analogous to that for the synthesis of Example 91, 2-(4-chloro-3-(dibutylcarbamoyl)-5-methyl-1H-pyrazol-1-yl)-5-(8-(2-morpholinoethoxy) naphthalen-2-ylsulfonylcarbamoyl)benzoic acid (Intermediate 183B, 50 mg, 0.066 mmol) and (S)-3-(azidomethyl)-1,2,3,4-tetrahydroisoquinoline (Intermediate 92A, 37 mg, 0.20 mmol) were converted to the title compound (45 mg, 73%). 1H NMR (CD3OD, 2:1 mixture of amide rotamers) δ 9.23-9.11 (m, 1H), 8.21 (d, J=1.9 Hz, 0.5H), 8.13-7.93 (m, 3.5H), ... Starting materials: C(C1=CC=CC=C1)NCCS(=O)(=O)C1=CC=CC=C1 (N-benzyl-2-phenylsulfonylethanamine), 3.89, C(=O)(N1C=NC=C1)N1C=NC=C1 (1,1'-carbonyldiimidazole), C(C)N(CCN)CC (N,N-diethylethylenediamine). Solvent: O1CCCC1 (tetrahydrofuran), O1CCCC1 (tetrahydrofuran). Reaction conditions: time 1 hour. Yields the product C(C)N(CCNC(N(CCS(=O)(=O)C1=CC=CC=C1)CC1=CC=CC=C1)=O)CC (N'-[2-(Diethylamino)ethyl]-N-(phenylmethyl)-N-[2-(phenylsulfonyl)ethyl]urea). The yield is 70.0%. As a reaction SMILES: [C:1](N1C=CN=C1)(N1C=CN=C1)=[O:2].[CH2:13]([N:15]([CH2:19][CH3:20])[CH2:16][CH2:17][NH2:18])[CH3:14].[CH2:21]([NH:28][CH2:29][CH2:30][S:31]([C:34]1[CH:39]=[CH:38][CH:37]=[CH:36][CH:35]=1)(=[O:33])=[O:32])[C:22]1[CH:27]=[CH:26][CH:25]=[CH:24][CH:23]=1>O1CCCC1>[CH2:13]([N:15]([CH2:19][CH3:20])[CH2:16][CH2:17][NH:18][C:1](=[O:2])[N:28]([CH2:21][C:22]1[CH:23]=[CH:24][CH:25]=[CH:26][CH:27]=1)[CH2:29][CH2:30][S:31]([C:34]1[CH:39]=[CH:38][CH:37]=[CH:36][CH:35]=1)(=[O:33])=[O:32])[CH3:14]. Reported procedure: A mixture of 3.89 (0.024 mole) of 1,1'-carbonyldiimidazole and 2.55 g (0.022 mole) of N,N-diethylethylenediamine in 400 ml of tetrahydrofuran was stirred at room temperature for 1 hr. A solution of 5.70 g (0.0183 mole) of N-benzyl-2-phenylsulfonylethanamine in 50 ml of tetrahydrofuran was added, and the mixture was refluxed for 16 hr. The solvent was removed in vacuo, and the residue was partitioned between methylene chloride and water. The methylene chloride solution was dried over magnesium su... Reactants: Fc1cncc(Br)c1, Cc1ccc(Nc2cccnc2)c(C(=O)Nc2ccn(C)n2)n1. Yields the product Cc1ccc(Nc2cncc(F)c2)c(C(=O)Nc2ccn(C)n2)n1. Reaction SMILES: [Br:24][c:25]1[cH:26][n:27][cH:28][c:29]([F:31])[cH:30]1.[CH3:1][n:2]1[n:3][c:4]([NH:7][C:8](=[O:9])[c:10]2[n:11][c:12]([CH3:23])[cH:13][cH:14][c:15]2[NH:16][c:17]2[cH:18][n:19][cH:20][cH:21][cH:22]2)[cH:5][cH:6]1>>[CH3:1][n:2]1[n:3][c:4]([NH:7][C:8](=[O:9])[c:10]2[n:11][c:12]([CH3:23])[cH:13][cH:14][c:15]2[NH:16][c:17]2[cH:18][n:19][cH:20][c:21]([F:31])[cH:22]2)[cH:5][cH:6]1. The reactants are CCCOc1ccc2c(c1)c(CCN1C(=O)c3ccccc3C1=O)cn2[Si](C(C)C)(C(C)C)C(C)C, CCO, NN, O. The product is CCCOc1ccc2c(c1)c(CCN)cn2[Si](C(C)C)(C(C)C)C(C)C. As a reaction SMILES: [CH2:1]([CH2:2][CH3:3])[O:4][c:5]1[cH:6][c:7]2[c:8]([CH2:24][CH2:25][N:26]3[C:27](=[O:28])[c:29]4[c:30]([cH:31][cH:32][cH:33][cH:34]4)[C:35]3=[O:36])[cH:9][n:10]([Si:14]([CH:15]([CH3:16])[CH3:17])([CH:18]([CH3:19])[CH3:20])[CH:21]([CH3:22])[CH3:23])[c:11]2[cH:12][cH:13]1.[CH3:37][CH2:38][OH:39].[NH2:41][NH2:42].[OH2:40]>>[CH2:1]([CH2:2][CH3:3])[O:4][c:5]1[cH:6][c:7]2[c:8]([CH2:24][CH2:25][NH2:26])[cH:9][n:10]([Si:14]([CH:15]([CH3:16])[CH3:17])([CH:18]([CH3:19])[CH3:20])[CH:21]([CH3:22])[CH3:23])[c:11]2[cH:12][cH:13]1. Starting materials: C(C1=CC=C(C=C1)OC)=O (p-anisaldehyde), N1=CC=C(C=C1)C (γ-picoline), C(C)(=O)OC(C)=O (acetic anhydride). Run in O (water). Product: COC1=CC=C(C=C1)C=CC1=CC=NC=C1 (4-[2-(4-methoxyphenyl)ethenyl]pyridine). Yield: 54.9%. Reaction SMILES: [CH:1](=O)[C:2]1[CH:7]=[CH:6][C:5]([O:8][CH3:9])=[CH:4][CH:3]=1.[N:11]1[CH:16]=[CH:15][C:14]([CH3:17])=[CH:13][CH:12]=1.C(OC(=O)C)(=O)C>O>[CH3:9][O:8][C:5]1[CH:6]=[CH:7][C:2]([CH:1]=[CH:17][C:14]2[CH:15]=[CH:16][N:11]=[CH:12][CH:13]=2)=[CH:3][CH:4]=1. Reported procedure: The photo-bleachable compound expressed by the structural formula (II-14) was prepared in the following manner. Thus, a reaction mixture was prepared by dissolving 6.81 g (0.05 mole) of p-anisaldehyde and 4.66 g (0.05 mole) of γ-picoline in 10.21 g (0.10 mole) of acetic anhydride and the mixture was heated under reflux for 16 hours to effect the reaction. After acetic acid and the unreacted acetic anhydride were evaporated from the reaction mixture, the residual reaction mixture was poured into ...